This data is from the Open Reaction Database (ORD), a public repository of structured organic reaction records. The task is: describe an organic reaction: reactants, conditions, products, and yield Yields the product C(CCC)C1=C(C(N(C(=N1)CC1CC1)C=1C=CC2=C(CCO2)C1)=O)CC1=CC=C(C=C1)C1=C(C=CC=C1)C1=NOC(N1)=O (6-butyl-2-(cyclopropylmethyl)-3-(2,3-dihydro-1-benzofuran-5-yl)-5-{[2′-(5-oxo-4,5-dihydro-1,2,4-oxadiazol-3-yl)biphenyl-4-yl]methyl}pyrimidin-4(3H)-one). RXN SMILES: [Cl-].O[NH3+:3].[C:4](=[O:7])([O-])[OH:5].[Na+].CS(C)=O.[CH2:13]([C:17]1[N:18]=[C:19]([CH2:48][CH:49]2[CH2:51][CH2:50]2)[N:20]([C:39]2[CH:40]=[CH:41][C:42]3[O:46][CH2:45][CH2:44][C:43]=3[CH:47]=2)[C:21](=[O:38])[C:22]=1[CH2:23][C:24]1[CH:29]=[CH:28][C:27]([C:30]2[C:31]([C:36]#[N:37])=[CH:32][CH:33]=[CH:34][CH:35]=2)=[CH:26][CH:25]=1)[CH2:14][CH2:15][CH3:16]>C(OCC)(=O)C>[CH2:13]([C:17]1[N:18]=[C:19]([CH2:48][CH:49]2[CH2:50][CH2:51]2)[N:20]([C:39]2[CH:40]=[CH:41][C:42]3[O:46][CH2:45][CH2:44][C:43]=3[CH:47]=2)[C:21](=[O:38])[C:22]=1[CH2:23][C:24]1[CH:25]=[CH:26][C:27]([C:30]2[CH:35]=[CH:34][CH:33]=[CH:32][C:31]=2[C:36]2[NH:3][C:4](=[O:7])[O:5][N:37]=2)=[CH:28][CH:29]=1)[CH2:14][CH2:15][CH3:16] |f:0.1,2.3|. Solvent: C(C)(=O)OCC (ethyl acetate). Starting materials: [Cl-].O[NH3+] (hydroxylammonium chloride), C(O)([O-])=O.[Na+] (sodium hydrogen carbonate), CS(=O)C (dimethyl sulfoxide), C(CCC)C=1N=C(N(C(C1CC1=CC=C(C=C1)C=1C(=CC=CC1)C#N)=O)C=1C=CC2=C(CCO2)C1)CC1CC1 (4′-{[4-butyl-2-(cyclopropylmethyl)-1-(2,3-dihydro-1-benzofuran-5-yl)-6-oxo-1,6-dihydropyrimidin-5-yl]methyl}biphenyl-2-carbonitrile). Isolated yield 82.1%. Procedure details: A mixture of hydroxylammonium chloride (1.0 g), sodium hydrogen carbonate (1.5 g) and dimethyl sulfoxide (6 mL) was stirred at 50° C. for 30 min, 4′-{[4-butyl-2-(cyclopropylmethyl)-1-(2,3-dihydro-1-benzofuran-5-yl)-6-oxo-1,6-dihydropyrimidin-5-yl]methyl}biphenyl-2-carbonitrile (0.59 g) was added, and the mixture was stirred at 90° C. for 16 hr. The reaction mixture was diluted with ethyl acetate, washed with water and then with saturated brine, and dried over anhydrous magnesium sulfate. The sol... Conditions: temperature 50 celsius, time 30 minute. Reactants: FC(C1=CC=C(CN2N=C3N(N=CC(=C3Cl)C3=CC=C(C=C3)Cl)C2=O)C=C1)(F)F (2-(4-(trifluoromethyl)benzyl)-8-chloro-7-(4-chlorophenyl)-[1,2,4]triazolo[4,3-b]pyridazin-3(2H)-one), [C-]#N.[K+] (KCN). The solvent is CN1C(CCC1)=O (1-methyl-2-pyrrolidinone). Run at temperature 120 celsius. Yields the product FC(C1=CC=C(CN2N=C3N(N=CC(=C3C#N)C3=CC=C(C=C3)Cl)C2=O)C=C1)(F)F (2-(4-(Trifluoromethyl)benzyl)-7-(4-chlorophenyl)-3-oxo-2,3-dihydro-[1,2,4]triazolo[4,3-b]pyridazine-8-carbonitrile). The yield is 72.1%. RXN SMILES: [F:1][C:2]([F:29])([F:28])[C:3]1[CH:27]=[CH:26][C:6]([CH2:7][N:8]2[C:24](=[O:25])[N:11]3[N:12]=[CH:13][C:14]([C:17]4[CH:22]=[CH:21][C:20]([Cl:23])=[CH:19][CH:18]=4)=[C:15](Cl)[C:10]3=[N:9]2)=[CH:5][CH:4]=1.[C-:30]#[N:31].[K+]>CN1CCCC1=O>[F:29][C:2]([F:28])([F:1])[C:3]1[CH:27]=[CH:26][C:6]([CH2:7][N:8]2[C:24](=[O:25])[N:11]3[N:12]=[CH:13][C:14]([C:17]4[CH:18]=[CH:19][C:20]([Cl:23])=[CH:21][CH:22]=4)=[C:15]([C:30]#[N:31])[C:10]3=[N:9]2)=[CH:5][CH:4]=1 |f:1.2|. Procedure: A suspension of 2-(4-(trifluoromethyl)benzyl)-8-chloro-7-(4-chlorophenyl)-[1,2,4]triazolo[4,3-b]pyridazin-3(2H)-one, (43.8 mg, 0.10 mmol), prepared as described in example 361G, and KCN (33 mg, 0.5 mmol) in dry 1-methyl-2-pyrrolidinone (1 mL) was heated at 120° C. for 2 h under argon. HPLC/MS analysis indicated complete reaction. The reaction mixture was concentrated under vacuum with co-evaporation of toluene (5 mL×2) to obtain a yellow solid. The crude product was purified by reversed phase pr... Reactants: Cl, Cl, Cl, O=C(O)c1ccc(C(F)(F)F)cc1, NC1CCC(CCN2CCN(c3nccc4c3CCO4)CC2)CC1. Product: O=C(NC1CCC(CCN2CCN(c3nccc4c3CCO4)CC2)CC1)c1ccc(C(F)(F)F)cc1. RXN SMILES: [ClH:1].[ClH:2].[ClH:3].[F:28][C:29]([c:30]1[cH:31][cH:32][c:33]([C:34](=[O:35])[OH:36])[cH:37][cH:38]1)([F:39])[F:40].[O:4]1[CH2:5][CH2:6][c:7]2[c:8]([N:13]3[CH2:14][CH2:15][N:16]([CH2:19][CH2:20][CH:21]4[CH2:22][CH2:23][CH:24]([NH2:27])[CH2:25][CH2:26]4)[CH2:17][CH2:18]3)[n:9][cH:10][cH:11][c:12]21>>[O:4]1[CH2:5][CH2:6][c:7]2[c:8]([N:13]3[CH2:14][CH2:15][N:16]([CH2:19][CH2:20][CH:21]4[CH2:22][CH2:23][CH:24]([NH:27][C:34]([c:33]5[cH:32][cH:31][c:30]([C:29]([F:28])([F:39])[F:40])[cH:38][cH:37]5)=[O:35])[CH2:25][CH2:26]4)[CH2:17][CH2:18]3)[n:9][cH:10][cH:11][c:12]21. Starting materials: N1=C(C=CC=C1)N1CCC(CC1)NC(=O)NCCNC(OC(C)(C)C)=O (tert-butyl 2-[({[1-(2-pyridinyl)-4-piperidinyl]amino}carbonyl)amino]ethylcarbamate), Cl (hydrogen chloride). Solvent: C(C)(=O)OCC (ethyl acetate), C(C)(=O)OCC (ethyl acetate). Run at time 2 hour. Yields the product Cl.Cl.NCCNC(=O)NC1CCN(CC1)C1=NC=CC=C1 (N-(2-Aminoethyl)-N′-[1-(2-pyridinyl)-4-piperidinyl]urea dihydrochloride). Reaction SMILES: [N:1]1[CH:6]=[CH:5][CH:4]=[CH:3][C:2]=1[N:7]1[CH2:12][CH2:11][CH:10]([NH:13][C:14]([NH:16][CH2:17][CH2:18][NH:19]C(=O)OC(C)(C)C)=[O:15])[CH2:9][CH2:8]1.[ClH:27]>C(OCC)(=O)C>[ClH:27].[ClH:27].[NH2:19][CH2:18][CH2:17][NH:16][C:14]([NH:13][CH:10]1[CH2:11][CH2:12][N:7]([C:2]2[CH:3]=[CH:4][CH:5]=[CH:6][N:1]=2)[CH2:8][CH2:9]1)=[O:15] |f:3.4.5|. Procedure: To a suspension of tert-butyl 2-[({[1-(2-pyridinyl)-4-piperidinyl]amino}carbonyl)amino]ethylcarbamate (Preparation 72) (20.6 g, 0.0567 moles) in ethyl acetate (115 ml) under an atmosphere of nitrogen was added a saturated solution of hydrogen chloride in ethyl acetate (115 ml) and the resulting thick slurry was stirred at ambient temperature for 2 hours. The solid was collected by filtration and the filter cake was washed with ethyl acetate (2×50 ml) after which it was dried in vacuo at 50° C. t... The reactants are O=C(Cl)c1cccnc1-c1ccc(C(F)(F)F)cc1, Nc1ccc2c(c1)CCC2. Product: Cl, O=C(Nc1ccc2c(c1)CCC2)c1cccnc1-c1ccc(C(F)(F)F)cc1. As a reaction SMILES: [F:1][C:2]([c:3]1[cH:4][cH:5][c:6](-[c:9]2[c:10]([C:11](=[O:12])[Cl:13])[cH:14][cH:15][cH:16][n:17]2)[cH:7][cH:8]1)([F:18])[F:19].[NH2:20][c:21]1[cH:22][c:23]2[c:27]([cH:28][cH:29]1)[CH2:26][CH2:25][CH2:24]2>>[ClH:13].[F:1][C:2]([c:3]1[cH:4][cH:5][c:6](-[c:9]2[c:10]([C:11](=[O:12])[NH:20][c:21]3[cH:22][c:23]4[c:27]([cH:28][cH:29]3)[CH2:26][CH2:25][CH2:24]4)[cH:14][cH:15][cH:16][n:17]2)[cH:7][cH:8]1)([F:18])[F:19].